This data is from the Open Reaction Database (ORD), a public repository of structured organic reaction records. The task is: describe an organic reaction: reactants, conditions, products, and yield The reactants are COCC[P+](CCC#N)(CCC#N)CCC#N, CO, ClC(Cl)Cl, [I-], [Na], O. Yields the product COCCP(CCC#N)CCC#N. As a reaction SMILES: [C:3](#[N:4])[CH2:5][CH2:6][P+:7]([CH2:8][CH2:9][O:10][CH3:11])([CH2:12][CH2:13][C:14]#[N:15])[CH2:16][CH2:17][C:18]#[N:19].[CH3:25][OH:26].[CH:21]([Cl:22])([Cl:23])[Cl:24].[I-:2].[Na:1].[OH2:20]>>[C:3](#[N:4])[CH2:5][CH2:6][P:7]([CH2:8][CH2:9][O:10][CH3:11])[CH2:12][CH2:13][C:14]#[N:15]. Starting materials: CC(=O)COc1ccc(CC(NC(=O)OC(C)(C)C)C(N)=O)cc1, ClCCl, O=C(O)C(F)(F)F. Yields the product CC(=O)COc1ccc(CC(N)C(N)=O)cc1. Reaction SMILES: [C:8]([O:9][C:10](=[O:11])[NH:14][CH:15]([CH2:16][c:17]1[cH:18][cH:19][c:20]([O:23][CH2:24][C:25]([CH3:26])=[O:27])[cH:21][cH:22]1)[C:28]([NH2:29])=[O:30])([CH3:12])([CH3:13])[CH3:31].[Cl:32][CH2:33][Cl:34].[OH:1][C:2]([C:3]([F:4])([F:5])[F:6])=[O:7]>>[NH2:14][CH:15]([CH2:16][c:17]1[cH:18][cH:19][c:20]([O:23][CH2:24][C:25]([CH3:26])=[O:27])[cH:21][cH:22]1)[C:28]([NH2:29])=[O:30]. The reactants are Cl (HCl), O (water), ClC=1C=C(C=CC1)C(C#N)C (2-(3-chloro-phenyl)-propionitrile), solution, C(C)O (Ethanol). Solvent: CCOCC (ether), C1CCOC1 (THF). Run at time 8 hour. Product: Cl.ClC=1C=C(C=CC1)C(CN)C (2-(3-Chloro-phenyl)-propylamine hydrochloride). Yield: 115.7%. RXN SMILES: [Cl:1][C:2]1[CH:3]=[C:4]([CH:8]([CH3:11])[C:9]#[N:10])[CH:5]=[CH:6][CH:7]=1.C(O)C.Cl.O>C1COCC1.CCOCC>[ClH:1].[Cl:1][C:2]1[CH:3]=[C:4]([CH:8]([CH3:11])[CH2:9][NH2:10])[CH:5]=[CH:6][CH:7]=1 |f:6.7|. Procedure details: To a solution of 2-(3-chloro-phenyl)-propionitrile (5.0 g, 30.2 mmol) in THF (80 mL) was added borane-tetrahydrofuran complex solution (45 mL, 45.3 mmol). The reaction mixture was stirred at room temperature overnight. Ethanol (10 mL) was then added to the reaction mixture; after stirring at room temperature for 20 min, a solution of HCl in ether (2 M, 12.5 mL) was added. After stirring for another 1 hour, water was added to induce the precipitation of the product. The white solid was collected ... Starting materials: N1=C(C=C(C=C1C)C)C (Collidine), NC=1C(N(C(=CC1)C)CC(=O)OC(C)(C)C)=O (t-butyl (3-amino-6-methyl-2-oxo-1,2-dihydro-1-pyridyl)acetate), C(C1=CC=CC=C1)S(=O)(=O)Cl (benzylsulfonyl chloride). The solvent is C(C)#N (acetonitrile). Run at temperature 0 celsius, time 5 minute. Product: C(C1=CC=CC=C1)S(=O)(=O)NC=1C(N(C(=CC1)C)CC(=O)OC(C)(C)C)=O (t-butyl (3-benzylsufonylamino-6-methyl-2-oxo-1,2-dihydro-1-pyridyl)acetate). Procedure: Collidine (0.59 mL, 4.5 mmole) was added in one portion to a stirred solution of the compound of Example 94 (0.89 g, 3.7 mmole) and benzylsulfonyl chloride (0.86 g, 4.5 mmole) in acetonitrile (20 ml) cooled in an ice bath. The solution was stirred for 5 minutes at 0° C., followed by 45 minutes at room temperature. The reaction mixture was quenched with water, then diluted with ethyl acetate (100 mL), washed with 3% HCl (until aqueous layer was pH 1), and brine, dried over magnesium sulfate, and ... Reaction SMILES: N1C(C)=CC(C)=CC=1C.[NH2:10][C:11]1[C:12](=[O:26])[N:13]([CH2:18][C:19]([O:21][C:22]([CH3:25])([CH3:24])[CH3:23])=[O:20])[C:14]([CH3:17])=[CH:15][CH:16]=1.[CH2:27]([S:34](Cl)(=[O:36])=[O:35])[C:28]1[CH:33]=[CH:32][CH:31]=[CH:30][CH:29]=1>C(#N)C>[CH2:27]([S:34]([NH:10][C:11]1[C:12](=[O:26])[N:13]([CH2:18][C:19]([O:21][C:22]([CH3:25])([CH3:24])[CH3:23])=[O:20])[C:14]([CH3:17])=[CH:15][CH:16]=1)(=[O:36])=[O:35])[C:28]1[CH:33]=[CH:32][CH:31]=[CH:30][CH:29]=1. The yield is 46.1%. Starting materials: O=CC=C1C(N2C(CC2O1)=O)C(=O)OCC1=CC=CC=C1 (Benzyl 3-oxoethylidene-7-oxo-4-oxa-1-azabicyclo[3.2.0]heptane-2-carboxylate), P(=O)([O-])([O-])[O-].[Na+].[Na+].[Na+] (sodium phosphate). The reagents and catalysts are [Pd] (palladium on carbon). Run in O1CCCC1 (tetrahydrofuran). Yields the product O=CC=C1C(N2C(CC2O1)=O)C(=O)[O-].[Na+] (Sodium 3-Oxoethylidene-7-oxo-4-oxa-1-azabicyclo (3.2.0)heptane-2-carboxylate). As a reaction SMILES: [O:1]=[CH:2][CH:3]=[C:4]1[O:10][CH:9]2[N:6]([C:7](=[O:11])[CH2:8]2)[CH:5]1[C:12]([O:14]CC1C=CC=CC=1)=[O:13].P([O-])([O-])([O-])=O.[Na+:27].[Na+].[Na+]>O1CCCC1.[Pd]>[O:1]=[CH:2][CH:3]=[C:4]1[O:10][CH:9]2[N:6]([C:7](=[O:11])[CH2:8]2)[CH:5]1[C:12]([O-:14])=[O:13].[Na+:27] |f:1.2.3.4,7.8|. Reported procedure: Benzyl 3-oxoethylidene-7-oxo-4-oxa-1-azabicyclo[3.2.0]heptane-2-carboxylate (II) (50 mg, 0. 17m mol) was dissolved in tetrahydrofuran (5 ml) and 0.2 M sodium phosphate adjusted to pH 6.85 (5 ml), and hydrogenated at ambient temperature and pressure for ten minutes with 10% palladium on carbon (40 mg). The reaction mixture was rapidly filtered and evaporated to dryness while the temperature was maintained below 10° C. The residue was immediately redissolved in D2O to give a solution of the title ...